Task: describe an organic reaction: reactants, conditions, products, and yield. Dataset: the Open Reaction Database (ORD), a public repository of structured organic reaction records Starting materials: C(C1=CC=CC=C1)OC1CN(C1)C(=O)OC(C)(C)C (tert-butyl 3-(benzyloxy)azetidine-1-carboxylate), Cl (HCl). Run at time 1 hour. Product: Cl.C(C1=CC=CC=C1)OC1CNC1 (3-(benzyloxy)azetidine hydrochloride). Isolated yield 92.0%. As a reaction SMILES: [CH2:1]([O:8][CH:9]1[CH2:12][N:11](C(OC(C)(C)C)=O)[CH2:10]1)[C:2]1[CH:7]=[CH:6][CH:5]=[CH:4][CH:3]=1.[ClH:20]>>[ClH:20].[CH2:1]([O:8][CH:9]1[CH2:10][NH:11][CH2:12]1)[C:2]1[CH:3]=[CH:4][CH:5]=[CH:6][CH:7]=1 |f:2.3|. Procedure: tert-butyl 3-(benzyloxy)azetidine-1-carboxylate 23 (1.0 μm) was taken into a round bottomed flask and was added methanolic-HCl (15 mL, 20%) and was stirred for 1 h at room temperature. After completion of the reaction (monitored by TLC), the solvent was removed under vacuum to get a white solid as a crude product. The crude product was washed with ethyl acetate repeatedly and then dried well to obtain compound 24 as a white solid (92%) and was used further without purification. Reactants: CCOC(C)=O, COC(=O)c1ccc(NCCCN(C)CCc2ccccn2)c([N+](=O)[O-])c1, CO. Yields the product COC(=O)c1ccc(NCCCN(C)CCc2ccccn2)c(N)c1. As a reaction SMILES: [C:30]([O:31][CH2:32][CH3:33])(=[O:34])[CH3:35].[CH3:1][N:2]([CH2:3][CH2:4][CH2:5][NH:6][c:7]1[c:8]([N+:17]([O-:18])=[O:19])[cH:9][c:10]([C:11](=[O:12])[O:13][CH3:14])[cH:15][cH:16]1)[CH2:20][CH2:21][c:22]1[n:23][cH:24][cH:25][cH:26][cH:27]1.[CH3:28][OH:29]>>[CH3:1][N:2]([CH2:3][CH2:4][CH2:5][NH:6][c:7]1[c:8]([NH2:17])[cH:9][c:10]([C:11](=[O:12])[O:13][CH3:14])[cH:15][cH:16]1)[CH2:20][CH2:21][c:22]1[n:23][cH:24][cH:25][cH:26][cH:27]1. Starting materials: BrCc1ccccc1, C1CCOC1, [H-], [Na+], O, COC(=O)c1n[nH]c2ccccc12. The product is COC(=O)c1nn(Cc2ccccc2)c2ccccc12. Reaction SMILES: [Br:16][CH2:17][c:18]1[cH:19][cH:20][cH:21][cH:22][cH:23]1.[CH2:25]1[O:26][CH2:27][CH2:28][CH2:29]1.[H-:1].[Na+:2].[OH2:24].[nH:3]1[n:4][c:5]([C:12](=[O:13])[O:14][CH3:15])[c:6]2[cH:7][cH:8][cH:9][cH:10][c:11]12>>[n:3]1([CH2:17][c:18]2[cH:19][cH:20][cH:21][cH:22][cH:23]2)[n:4][c:5]([C:12](=[O:13])[O:14][CH3:15])[c:6]2[cH:7][cH:8][cH:9][cH:10][c:11]12. Reactants: NC1=CC=C(C=2CC(OC21)(C)C)OC (7-amino-2,3-dihydro-2,2-dimethyl-4-methoxybenzofuran), ClC(=O)OC(Cl)(Cl)Cl (trichloromethyl chloroformate). Solvent: C1(=CC=CC=C1)C (toluene). Yields the product CC1(OC2=C(C1)C(=CC=C2N=C=O)OC)C (2,3-dihydro-2,2-dimethyl-4-methoxybenzofuran-7-yl isocyanate). Reaction SMILES: [NH2:1][C:2]1[C:10]2[O:9][C:8]([CH3:12])([CH3:11])[CH2:7][C:6]=2[C:5]([O:13][CH3:14])=[CH:4][CH:3]=1.Cl[C:16](OC(Cl)(Cl)Cl)=[O:17]>C1(C)C=CC=CC=1>[CH3:12][C:8]1([CH3:11])[CH2:7][C:6]2[C:5]([O:13][CH3:14])=[CH:4][CH:3]=[C:2]([N:1]=[C:16]=[O:17])[C:10]=2[O:9]1. Reported procedure: By the method of Example 1, Step F, 3.70 g (0.0191 mole) of 7-amino-2,3-dihydro-2,2-dimethyl-4-methoxybenzofuran and 3.79 g (0.0191 mole) of trichloromethyl chloroformate were reacted in 100 mL of toluene, yielding 2,3-dihydro-2,2-dimethyl-4-methoxybenzofuran-7-yl isocyanate as a brownish-yellow, viscous oil. The IR spectrum was consistent with the proposed structure.